Dataset: the Open Reaction Database (ORD), a public repository of structured organic reaction records. Task: describe an organic reaction: reactants, conditions, products, and yield Product: CS(=O)(=O)C1=C(C=CC=C1)C1=CC(=CN1S(=O)(=O)C=1C=NC=CC1)C=O (5-[2-(methylsulfonyl)phenyl]-1-(pyridin-3-ylsulfonyl)-1H-pyrrole-3-carbaldehyde). RXN SMILES: [H-].[Na+].[CH3:3][S:4]([C:7]1[CH:12]=[CH:11][CH:10]=[CH:9][C:8]=1[C:13]1[NH:17][CH:16]=[C:15]([CH:18]=[O:19])[CH:14]=1)(=[O:6])=[O:5].C1OCCOCCOCCOCCOC1.[N:35]1[CH:40]=[CH:39][CH:38]=[C:37]([S:41](Cl)(=[O:43])=[O:42])[CH:36]=1>>[CH3:3][S:4]([C:7]1[CH:12]=[CH:11][CH:10]=[CH:9][C:8]=1[C:13]1[N:17]([S:41]([C:37]2[CH:36]=[N:35][CH:40]=[CH:39][CH:38]=2)(=[O:43])=[O:42])[CH:16]=[C:15]([CH:18]=[O:19])[CH:14]=1)(=[O:6])=[O:5] |f:0.1|. The reactants are [H-].[Na+] (sodium hydride), N1=CC(=CC=C1)S(=O)(=O)Cl (pyridin-3-ylsulfonyl chloride), CS(=O)(=O)C1=C(C=CC=C1)C1=CC(=CN1)C=O (5-[2-(methylsulfonyl)phenyl]-1H-pyrrole-3-carbaldehyde), C1COCCOCCOCCOCCO1 (15-crown-5). Procedure details: By a similar operation as in Reference Example 154 and using sodium hydride (60% in oil, 40 mg), 5-[2-(methylsulfonyl)phenyl]-1H-pyrrole-3-carbaldehyde (88.9 mg), 15-crown-5 (94.4 mg) and pyridin-3-ylsulfonyl chloride (69.7 mg), the title compound was obtained as a colorless amorphous form (yield 72.0 mg, 52%). The reactants are CCOCC, Cl, C1COCCO1, C1=COC=CO1, CC(C)(C)OC(=O)N1CCC(n2cnc3ccncc32)CC1. The product is c1cc2ncn(C3CCNCC3)c2cn1. As a reaction SMILES: [CH3:24][CH2:25][O:26][CH2:27][CH3:28].[ClH:23].[O:29]1[CH2:30][CH2:31][O:32][CH2:33][CH2:34]1.[O:35]1[CH:36]=[CH:37][O:38][CH:39]=[CH:40]1.[n:1]1[cH:2][n:3]([CH:10]2[CH2:11][CH2:12][N:13]([C:16]([O:17][C:18]([CH3:19])([CH3:20])[CH3:21])=[O:22])[CH2:14][CH2:15]2)[c:4]2[cH:5][n:6][cH:7][cH:8][c:9]12>>[n:1]1[cH:2][n:3]([CH:10]2[CH2:11][CH2:12][NH:13][CH2:14][CH2:15]2)[c:4]2[cH:5][n:6][cH:7][cH:8][c:9]12.